This data is from the Open Reaction Database (ORD), a public repository of structured organic reaction records. The task is: describe an organic reaction: reactants, conditions, products, and yield Reactants: ClC1C2=C(OCC3=C1C=CC=C3)C=CC(=C2)C(=O)OC (methyl 6,11-dihydro-11-chlorodibenz[b,e]oxepin-2-carboxylate), C(=O)N (formamide). The solvent is O (water). Reaction conditions: temperature 110 celsius. Yields the product C(=O)NC1C2=C(OCC3=C1C=CC=C3)C=CC(=C2)C(=O)OC (Methyl 6,11-dihydro-11-formamidodibenz[b,e]oxepin-2-carboxylate). Isolated yield 90.0%. RXN SMILES: Cl[CH:2]1[C:8]2[CH:9]=[CH:10][CH:11]=[CH:12][C:7]=2[CH2:6][O:5][C:4]2[CH:13]=[CH:14][C:15]([C:17]([O:19][CH3:20])=[O:18])=[CH:16][C:3]1=2.[CH:21]([NH2:23])=[O:22]>O>[CH:21]([NH:23][CH:2]1[C:8]2[CH:9]=[CH:10][CH:11]=[CH:12][C:7]=2[CH2:6][O:5][C:4]2[CH:13]=[CH:14][C:15]([C:17]([O:19][CH3:20])=[O:18])=[CH:16][C:3]1=2)=[O:22]. Reported procedure: Add 2.35 gm. of methyl 6,11-dihydro-11-chlorodibenz[b,e]oxepin-2-carboxylate to 20 ml. of formamide. Stir and heat the mixture at 110° C. for 3 hours. Cool to room temperature, dilute with water and separate the solids by filtration to obtain the title product (Yield 2.18 gm., 90%). Reactants: C(C)(=O)O[C@@H]1[C@@H](O[C@H]([C@H]([C@H]1OC(C)=O)OC(C)=O)C)OC1=C(C=CC=C1)C=1C=C(C(=O)OC)C=CC1 (Methyl 3-(2-(2,3,4-tri-O acetyl-α-L-fucopyranosyloxy)phenyl)benzoate), C[O-].[Na+] (sodium methoxide). The solvent is CO (methanol). Conditions: time 8 hour. The product is [C@@H]1([C@@H](O)[C@H](O)[C@H](O)[C@@H](O1)C)OC1=C(C=CC=C1)C=1C=C(C(=O)OC)C=CC1 (methyl 3-(2-(α-L-fucopyranosyloxy)phenyl)benzoate). The yield is 88.4%. As a reaction SMILES: C([O:4][C@H:5]1[C@H:10]([O:11]C(=O)C)[C@H:9]([O:15]C(=O)C)[C@H:8]([CH3:19])[O:7][C@H:6]1[O:20][C:21]1[CH:26]=[CH:25][CH:24]=[CH:23][C:22]=1[C:27]1[CH:28]=[C:29]([CH:34]=[CH:35][CH:36]=1)[C:30]([O:32][CH3:33])=[O:31])(=O)C.C[O-].[Na+]>CO>[C@@H:6]1([O:20][C:21]2[CH:26]=[CH:25][CH:24]=[CH:23][C:22]=2[C:27]2[CH:28]=[C:29]([CH:34]=[CH:35][CH:36]=2)[C:30]([O:32][CH3:33])=[O:31])[O:7][C@@H:8]([CH3:19])[C@@H:9]([OH:15])[C@@H:10]([OH:11])[C@@H:5]1[OH:4] |f:1.2|. Procedure: Part E: Methyl 3-(2-(2,3,4-tri-O acetyl-α-L-fucopyranosyloxy)phenyl)benzoate (1.08 g, 1.45 mmol) was dissolved in methanol (25 ml) in a 50 ml flask, then treated with sodium methoxide (100 mg) and the mixture was stirred at room temperature overnight. The mixture was concentrated and the residue was flushed through silica gel with 7:3 methylene chloride/methanol which provided methyl 3-(2-(α-L-fucopyranosyloxy)phenyl)benzoate (0.48 g, 59%) as a white solid, m.p.: 137°-140° C.; 1H NMR (300 MHz, C... As a reaction SMILES: [I:1][C:2]1[CH:7]=[CH:6][CH:5]=[CH:4][C:3]=1[NH:8][C:9](=[O:13])[C:10]#[C:11][CH3:12].C(=O)([O-])[O-].[Cs+].[Cs+].[CH3:20][O:21][C:22](=[O:31])[C:23]1[CH:28]=[CH:27][CH:26]=[C:25]([CH2:29]Br)[CH:24]=1>CN(C=O)C>[CH3:20][O:21][C:22](=[O:31])[C:23]1[CH:28]=[CH:27][CH:26]=[C:25]([CH2:29][N:8]([C:3]2[CH:4]=[CH:5][CH:6]=[CH:7][C:2]=2[I:1])[C:9](=[O:13])[C:10]#[C:11][CH3:12])[CH:24]=1 |f:1.2.3|. Procedure details: A mixture of but-2-ynoic acid (2-iodo-phenyl)-amide (2.85 g, 10 mmol) and cesium carbonate (4.89 g, 15 mmol) in DMF (20 ml) was stirred for 10 minutes. 3-bromomethyl-benzoic acid methyl ester (2.52 g, 11 mmol) was added. Then the mixture was stirred for 12 hours at room temperature. After removal of solids, the filtrate was treated with water and extracted with ether. The organic layer was dried over sodium sulfate and concentrated to give the residue which was purified by flash chromatography, ... The solvent is CN(C)C=O (DMF). The reactants are IC1=C(C=CC=C1)NC(C#CC)=O (but-2-ynoic acid (2-iodo-phenyl)-amide), C([O-])([O-])=O.[Cs+].[Cs+] (cesium carbonate), COC(C1=CC(=CC=C1)CBr)=O (3-bromomethyl-benzoic acid methyl ester). The product is COC(C1=CC(=CC=C1)CN(C(C#CC)=O)C1=C(C=CC=C1)I)=O (3-{[(2-iodo-phenyl)-(1-oxo-but-2-ynyl)-amino]-methyl}-benzoic acid methyl ester). Run at time 10 minute. The reactants are CCOC(=O)C1(NC(=O)c2cccc(Cl)c2OC(C)C)Cc2ccccc2C1, CCO, [K+], [OH-], O. Product: CC(C)Oc1c(Cl)cccc1C(=O)NC1(C(=O)O)Cc2ccccc2C1. As a reaction SMILES: [CH2:1]([CH3:2])[O:3][C:4](=[O:5])[C:6]1([NH:15][C:16]([c:17]2[c:18]([O:24][CH:25]([CH3:26])[CH3:27])[c:19]([Cl:23])[cH:20][cH:21][cH:22]2)=[O:28])[CH2:7][c:8]2[cH:9][cH:10][cH:11][cH:12][c:13]2[CH2:14]1.[CH3:32][CH2:33][OH:34].[K+:30].[OH-:29].[OH2:31]>>[O:3]=[C:4]([OH:5])[C:6]1([NH:15][C:16]([c:17]2[c:18]([O:24][CH:25]([CH3:26])[CH3:27])[c:19]([Cl:23])[cH:20][cH:21][cH:22]2)=[O:28])[CH2:7][c:8]2[cH:9][cH:10][cH:11][cH:12][c:13]2[CH2:14]1. The reactants are N1(CCNCC1)C1=C2C(=NC(=NC2=CC=C1)N)N (5-piperazin-1-yl-quinazoline-2,4-diamine), C1OC=2C=C(CCl)C=CC2O1 (3,4-methylenedioxybenzyl chloride). Yields the product O1COC2=C1C=CC(=C2)CN2CCN(CC2)C2=C1C(=NC(=NC1=CC=C2)N)N (5-(4-Benzo[1,3]dioxol-5-ylmethyl-piperazin-1-yl)-quinazoline-2,4-diamine). The yield is 50.0%. RXN SMILES: [N:1]1([C:7]2[CH:16]=[CH:15][CH:14]=[C:13]3[C:8]=2[C:9]([NH2:18])=[N:10][C:11]([NH2:17])=[N:12]3)[CH2:6][CH2:5][NH:4][CH2:3][CH2:2]1.[CH2:19]1[O:29][C:28]2[CH:27]=[CH:26][C:23]([CH2:24]Cl)=[CH:22][C:21]=2[O:20]1>>[O:29]1[C:28]2[CH:27]=[CH:26][C:23]([CH2:24][N:4]3[CH2:5][CH2:6][N:1]([C:7]4[CH:16]=[CH:15][CH:14]=[C:13]5[C:8]=4[C:9]([NH2:18])=[N:10][C:11]([NH2:17])=[N:12]5)[CH2:2][CH2:3]3)=[CH:22][C:21]=2[O:20][CH2:19]1. Procedure: Title compound was prepared via Resin Method using 5-piperazin-1-yl-quinazoline-2,4-diamine (50 mg; 0.2 mmol) and 3,4-methylenedioxybenzyl chloride (63.1 mg; 0.37 mmol) to obtain 37.5 mg. (50% yield). 1H NMR (400 MHz, DMSO-d6) δ 9.34 (s, 1H), 7.92 (s, 1H), 7.51 (t, J=8.0 Hz, 1H), 7.04 (m, 2H), 6.85 (m, 3H), 6.65 (s, 2H), 6.0 (s, 2H), 3.47 (s, 2H), 2.99 (d, J=12.0 Hz, 2H), 2.85 (m, 4H), 2.24 (t, J=11.2 Hz, 2H).